This data is from the Open Reaction Database (ORD), a public repository of structured organic reaction records. The task is: describe an organic reaction: reactants, conditions, products, and yield Reactants: BrC1=CC=C(C=C1)C1=C(C=CC(=C1)Cl)C=C (4′-bromo-5-chloro-2-vinylbiphenyl), [Mg] (Magnesium), [Mg] (magnesium), O=C1C[C@H](N(C1)C(=O)OCC[Si](C)(C)C)C(=O)OC ((S)-2-methyl 1-(2-(trimethylsilyl)ethyl) 4-oxopyrrolidine-1,2-dicarboxylate), [Mg] (magnesium). The solvent is C1CCOC1 (THF), C1CCOC1 (THF), C(Cl)Cl (DCM). Reaction conditions: time 30 minute. The product is ClC=1C=CC(=C(C1)C1=CC=C(C=C1)[C@@]1(C[C@H](N(C1)C(=O)OCC[Si](C)(C)C)C(=O)OC)O)C=C ((2S,4R)-2-methyl 1-(2-(trimethylsilyl)ethyl) 4-(5′-chloro-2′-vinylbiphenyl-4-yl)-4-hydroxypyrrolidine-1,2-dicarboxylate). Yield: 13.7%. RXN SMILES: [Mg].Br[C:3]1[CH:8]=[CH:7][C:6]([C:9]2[CH:14]=[C:13]([Cl:15])[CH:12]=[CH:11][C:10]=2[CH:16]=[CH2:17])=[CH:5][CH:4]=1.[O:18]=[C:19]1[CH2:23][N:22]([C:24]([O:26][CH2:27][CH2:28][Si:29]([CH3:32])([CH3:31])[CH3:30])=[O:25])[C@H:21]([C:33]([O:35][CH3:36])=[O:34])[CH2:20]1>C1COCC1.C(Cl)Cl>[Cl:15][C:13]1[CH:12]=[CH:11][C:10]([CH:16]=[CH2:17])=[C:9]([C:6]2[CH:7]=[CH:8][C:3]([C@@:19]3([OH:18])[CH2:23][N:22]([C:24]([O:26][CH2:27][CH2:28][Si:29]([CH3:32])([CH3:30])[CH3:31])=[O:25])[C@H:21]([C:33]([O:35][CH3:36])=[O:34])[CH2:20]3)=[CH:4][CH:5]=2)[CH:14]=1. Reported procedure: Magnesium (0.298 g, 12.27 mmol) was stirred in a round bottom flask under nitrogen for 15 min. to cause scratching of the surface of the magnesium turnings. 10 mL of THF was added to the magnesium turnings and stirred for an additional 30 min. 4′-bromo-5-chloro-2-vinylbiphenyl (3.43 g, 11.68 mmol) in THF (60 mL), was added in dropwise at reflux with vigorous stirring. The Grignard solution was added to a solution of (S)-2-methyl 1-(2-(trimethylsilyl)ethyl) 4-oxopyrrolidine-1,2-dicarboxylate (3.3...